Task: describe an organic reaction: reactants, conditions, products, and yield. Dataset: the Open Reaction Database (ORD), a public repository of structured organic reaction records Starting materials: CO, O=S(=O)(CCCCCOc1ccc(C2=C(c3ccccc3)CCCc3cc(OC4CCCCO4)ccc32)cc1)CCCC(F)(F)C(F)(F)F, O, O=C(O)C(=O)O. The product is O=S(=O)(CCCCCOc1ccc(C2=C(c3ccccc3)CCCc3cc(O)ccc32)cc1)CCCC(F)(F)C(F)(F)F. Reaction SMILES: [CH3:56][OH:57].[F:1][C:2]([CH2:3][CH2:4][CH2:5][S:6](=[O:7])(=[O:8])[CH2:9][CH2:10][CH2:11][CH2:12][CH2:13][O:14][c:15]1[cH:16][cH:17][c:18]([C:21]2=[C:22]([c:39]3[cH:40][cH:41][cH:42][cH:43][cH:44]3)[CH2:23][CH2:24][CH2:25][c:26]3[c:27]2[cH:28][cH:29][c:30]([O:32][CH:33]2[CH2:34][CH2:35][CH2:36][CH2:37][O:38]2)[cH:31]3)[cH:19][cH:20]1)([C:45]([F:46])([F:47])[F:48])[F:49].[OH2:58].[OH:50][C:51]([C:52](=[O:53])[OH:54])=[O:55]>>[F:1][C:2]([CH2:3][CH2:4][CH2:5][S:6](=[O:7])(=[O:8])[CH2:9][CH2:10][CH2:11][CH2:12][CH2:13][O:14][c:15]1[cH:16][cH:17][c:18]([C:21]2=[C:22]([c:39]3[cH:40][cH:41][cH:42][cH:43][cH:44]3)[CH2:23][CH2:24][CH2:25][c:26]3[c:27]2[cH:28][cH:29][c:30]([OH:32])[cH:31]3)[cH:19][cH:20]1)([C:45]([F:46])([F:47])[F:48])[F:49]. Reactants: NCC(=O)NC(C)C (2-amino-N-isopropylacetamide), OC1=CC2=C(NC(OC2=O)=O)C=C1 (6-hydroxy-1H-benzo[d][1,3]oxazine-2,4-dione). Run in ClCCl (dichloromethane), C(C)#N (acetonitrile). Reaction conditions: time 16 hour. Product: NC1=C(C(=O)NCC(NC(C)C)=O)C=C(C=C1)O (2-amino-5-hydroxy-N-(isopropylcarbamoylmethyl)benzamide). Isolated yield 93.6%. Reaction SMILES: [NH2:1][CH2:2][C:3]([NH:5][CH:6]([CH3:8])[CH3:7])=[O:4].[OH:9][C:10]1[CH:21]=[CH:20][C:13]2[NH:14]C(=O)[O:16][C:17](=O)[C:12]=2[CH:11]=1>C(#N)C.ClCCl>[NH2:14][C:13]1[CH:20]=[CH:21][C:10]([OH:9])=[CH:11][C:12]=1[C:17]([NH:1][CH2:2][C:3](=[O:4])[NH:5][CH:6]([CH3:8])[CH3:7])=[O:16]. Procedure: To a solution of 2-amino-N-isopropylacetamide (INTERMEDIATE I.1) (4.77 g, 41.1 mmol) in acetonitrile (50 mL) was added 6-hydroxy-1H-benzo[d][1,3]oxazine-2,4-dione (6.13 g, 34.2 mmol). The mixture was stirred for 16 h at room temperature during which time a very thick precipitate formed. The mixture was diluted with dichloromethane (100 mL) and the solid collected by filtration and washed with dichloromethane (2×20 mL) to afford 2-amino-5-hydroxy-N-(isopropylcarbamoylmethyl)benzamide (INTERMEDIAT...